From a dataset of the Open Reaction Database (ORD), a public repository of structured organic reaction records. describe an organic reaction: reactants, conditions, products, and yield Starting materials: O=C([O-])[O-], CC1CCCN1, CC#N, COC(=O)C1CC(=O)N(c2ccc(OCCCCl)cc2)C1, [I-], [K+], [K+], [Na+]. The product is COC(=O)C1CC(=O)N(c2ccc(OCCCN3CCCC3C)cc2)C1. Reaction SMILES: [C:28](=[O:29])([O-:30])[O-:31].[CH3:1][CH:2]1[NH:3][CH2:4][CH2:5][CH2:6]1.[CH3:36][C:37]#[N:38].[Cl:7][CH2:8][CH2:9][CH2:10][O:11][c:12]1[cH:13][cH:14][c:15]([N:18]2[CH2:19][CH:20]([C:24](=[O:25])[O:26][CH3:27])[CH2:21][C:22]2=[O:23])[cH:16][cH:17]1.[I-:35].[K+:32].[K+:33].[Na+:34]>>[CH3:1][CH:2]1[N:3]([CH2:8][CH2:9][CH2:10][O:11][c:12]2[cH:13][cH:14][c:15]([N:18]3[CH2:19][CH:20]([C:24](=[O:25])[O:26][CH3:27])[CH2:21][C:22]3=[O:23])[cH:16][cH:17]2)[CH2:4][CH2:5][CH2:6]1. Starting materials: [OH-].[Na+] (NaOH), CC(C)NCC1=C(C=CC=C1F)[N+](=O)[O-] (N-(1-methylethyl)-(2-nitro-6-fluorophenyl)methylamine), O.O.[Sn](Cl)(Cl)(Cl)Cl (tin chloride dihydrate), Cl (HCl). Run in O (water). The product is CC(C)NCC1=C(C=CC=C1F)N (N-(1-methylethyl)-(2-amino-6-fluorophenyl)methylamine). As a reaction SMILES: [CH3:1][CH:2]([NH:4][CH2:5][C:6]1[C:11]([F:12])=[CH:10][CH:9]=[CH:8][C:7]=1[N+:13]([O-])=O)[CH3:3].O.O.[Sn](Cl)(Cl)(Cl)Cl.Cl.[OH-].[Na+]>O>[CH3:3][CH:2]([NH:4][CH2:5][C:6]1[C:11]([F:12])=[CH:10][CH:9]=[CH:8][C:7]=1[NH2:13])[CH3:1] |f:1.2.3,5.6|. Reported procedure: A suspension of N-(1-methylethyl)-(2-nitro-6-fluorophenyl)methylamine (0.4 g, 1.89 mmol), tin chloride dihydrate (1.75 g) in water (8 ml) was added HCl 12N (2 ml). The mixture was refluxed for 4 hours. Then, the reaction mixture was allowed to reach room temperature and was neutralized by addition of NaOH 2N and extracted with diethyl ether (1×100 ml), dried over MgSO4 and evaporated under reduced pressure to afford N-(1-methylethyl)-(2-amino-6-fluorophenyl)methylamine. Starting materials: [Cl-].[NH4+] (ammonium chloride), ClC(=O)OCC1C2=CC=CC=C2C=2C=CC=CC12 (9-Fluorenylmethyl chloroformate), FC=1C=C(C=C(C1F)F)[C@@H]1COC[C@@H](N1)CO ([(3S,5R)-5-(3,4,5-trifluorophenyl)morpholin-3-yl]methanol), C([O-])(O)=O.[Na+] (sodium bicarbonate). Solvent: ClCCl (Dichloromethane), ClCCl (dichloromethane). Yields the product OC[C@@H]1N([C@@H](COC1)C1=CC(=C(C(=C1)F)F)F)C(=O)OCC1C2=CC=CC=C2C=2C=CC=CC12 (9H-fluoren-9-ylmethyl (3S,5R)-3-hydroxymethyl-5-(3,4,5-trifluorophenyl)morpholine-4-carboxylate). The yield is 99.0%. As a reaction SMILES: Cl[C:2]([O:4][CH2:5][CH:6]1[C:18]2[CH:17]=[CH:16][CH:15]=[CH:14][C:13]=2[C:12]2[C:7]1=[CH:8][CH:9]=[CH:10][CH:11]=2)=[O:3].[F:19][C:20]1[CH:21]=[C:22]([C@H:28]2[NH:33][C@@H:32]([CH2:34][OH:35])[CH2:31][O:30][CH2:29]2)[CH:23]=[C:24]([F:27])[C:25]=1[F:26].C(=O)(O)[O-].[Na+].[Cl-].[NH4+]>ClCCl>[OH:35][CH2:34][C@H:32]1[CH2:31][O:30][CH2:29][C@@H:28]([C:22]2[CH:21]=[C:20]([F:19])[C:25]([F:26])=[C:24]([F:27])[CH:23]=2)[N:33]1[C:2]([O:4][CH2:5][CH:6]1[C:18]2[CH:17]=[CH:16][CH:15]=[CH:14][C:13]=2[C:12]2[C:7]1=[CH:8][CH:9]=[CH:10][CH:11]=2)=[O:3] |f:2.3,4.5|. Procedure: 9-Fluorenylmethyl chloroformate (327 mg) was added to a mixed solution of [(3S,5R)-5-(3,4,5-trifluorophenyl)morpholin-3-yl]methanol (250 mg) in dichloromethane (5 mL) and a saturated sodium bicarbonate solution (5 mL), and the reaction solution was stirred at room temperature for six hours. Dichloromethane and a saturated ammonium chloride solution were added to the reaction solution, and the organic layer was separated. The resulting organic layer was dried over magnesium sulfate and then conce... Reactants: OC1=C(C(=O)O)C=C(C=C1)O (2,5-dihydroxybenzoic acid), ClC1=CC=C(C=C1)[N+](=O)[O-] (p-chloronitrobenzene), [OH-].[Na+] (sodium hydroxide), C1=CC=CC=C1 (benzene). Run in CS(=O)C (dimethyl sulphoxide). Yields the product [N+](=O)([O-])C1=CC=C(OC2=CC=C(C(C(=O)O)=C2)O)C=C1 (5-(4-nitrophenoxy)-salicylic acid). As a reaction SMILES: [OH:1][C:2]1[CH:10]=[CH:9][C:8]([OH:11])=[CH:7][C:3]=1[C:4]([OH:6])=[O:5].Cl[C:13]1[CH:18]=[CH:17][C:16]([N+:19]([O-:21])=[O:20])=[CH:15][CH:14]=1.[OH-].[Na+].C1C=CC=CC=1>CS(C)=O>[N+:19]([C:16]1[CH:17]=[CH:18][C:13]([O:11][C:8]2[CH:7]=[C:3]([C:4]([OH:6])=[O:5])[C:2]([OH:1])=[CH:10][CH:9]=2)=[CH:14][CH:15]=1)([O-:21])=[O:20] |f:2.3|. Procedure: 77 g of 2,5-dihydroxybenzoic acid and 78.5 g of p-chloronitrobenzene were dissolved in 300 ml of dimethyl sulphoxide under a nitrogen atmosphere, and 40 g of sodium hydroxide and 225 ml of benzene were added to the resulting solution. The mixture was then distilled under reflux at 90° to 95° C on a water separator until no more water was separated off (about 2 hours). The benzene was distilled off in a water jet vacuum, the residue poured into 2.5 liters of water, the mixture acidified with conc... Reactants: CC(=O)C1=CC=C(C=C1)N (4-aminoacetophenone), [N-]=C=O.C(CC)OC(CN)=O (glycine n-propyl ester isocyanate), Cl.NO (hydroxylamine hydrochloride), C(OC)(OC)OC (trimethyl orthoformate). The solvent is C1CCOC1 (THF), C1CCOC1 (THF), N1=CC=CC=C1 (pyridine). Conditions: time 3 hour. Product: ON=C(C)C1=CC=C(C=C1)NC(=O)NCC(=O)OCCC (N-[4-(1-hydroxyiminoethyl)phenyl]-N'-(n-propoxycarbonylmethyl)urea). Reaction SMILES: [CH3:1][C:2]([C:4]1[CH:9]=[CH:8][C:7]([NH2:10])=[CH:6][CH:5]=1)=O.[N-:11]=[C:12]=[O:13].[CH2:14]([O:17][C:18](=[O:21])[CH2:19]N)[CH2:15][CH3:16].Cl.[NH2:23][OH:24].C(OC)(OC)OC>C1COCC1.N1C=CC=CC=1>[OH:24][N:23]=[C:2]([C:4]1[CH:9]=[CH:8][C:7]([NH:10][C:12]([NH:11][CH2:19][C:18]([O:17][CH2:14][CH2:15][CH3:16])=[O:21])=[O:13])=[CH:6][CH:5]=1)[CH3:1] |f:1.2,3.4|. Reported procedure: A solution of 0.02 mol 4-aminoacetophenone in 40 mL THF is added dropwise to a solution of 0.02 mol of glycine n-propyl ester isocyanate and 5 mL pyridine in 40 mL THF, and the reaction mixture is stirred for 3 hours. The solvent is then removed by rotary evaporator. The residue is dispersed in 50 mL CH3OH, and 0.022 mol hydroxylamine hydrochloride and 0.06 mol trimethyl orthoformate are added. The reaction mixture is heated to reflux for 10 hours. The solvent is removed by rotary evaporator. Ad... Starting materials: CC1=CC=C(C=C1)S(=O)(=O)Cl (p-tosyl chloride), ClC1=C(CN(C(=O)N2[C@H](C\C(\CC2)=N/O)C2=C(C=C(C=C2)F)C)C)C=C(C=C1)Cl ((Z)-2-(R)-(4-Fluoro-2-methyl-phenyl)-4-hydroxyimino-piperidine-1-carboxylic acid, (2,5-dichloro-benzyl)-methylamide). The solvent is CC(=O)C (acetone), CC(=O)C (acetone), C([O-])([O-])=O.[Na+].[Na+] (sodium carbonate). Run at time 15 minute. Product: 7-(R)-4-fluoro-2-methyl-phenyl, ClC1=C(CN(C(=O)N2CCNC(CC2)=O)C)C=C(C=C1)Cl (5-oxo-[1,4]-diazepane-1-carboxylic acid, (2,5-dichloro-benzyl)-methylamide). The yield is 117.3%. RXN SMILES: CC1C=CC(S(Cl)(=O)=[O:9])=CC=1.[Cl:12][C:13]1[CH:39]=[CH:38][C:37]([Cl:40])=[CH:36][C:14]=1[CH2:15][N:16]([CH3:35])[C:17]([N:19]1[CH2:24][CH2:23]/[C:22](=[N:25]/O)/[CH2:21][C@@H:20]1C1C=CC(F)=CC=1C)=[O:18]>CC(C)=O.C(=O)([O-])[O-].[Na+].[Na+]>[Cl:12][C:13]1[CH:39]=[CH:38][C:37]([Cl:40])=[CH:36][C:14]=1[CH2:15][N:16]([CH3:35])[C:17]([N:19]1[CH2:24][CH2:23][C:22](=[O:9])[NH:25][CH2:21][CH2:20]1)=[O:18] |f:3.4.5|. Procedure: A solution of p-tosyl chloride (28 mg) in acetone (0.5 mL) was added drop-wise to a mixture of intermediate 25b (43 mg) in acetone (1 mL) and 5% sodium carbonate solution (1 mL) under a Nitrogen atmosphere. The mixture was stirred at room temperature for 15 minutes, then it was heated to reflux for 45 minutes. The mixture was allowed to cool to r.t., and the aqueous residue was extracted with DCM. The organic layer was washed with a 5% sodium hydrogen carbonate solution (10 mL). The aqueous phas...